This data is from the Open Reaction Database (ORD), a public repository of structured organic reaction records. The task is: describe an organic reaction: reactants, conditions, products, and yield Reactants: O1COC2=C1C=CC(=C2)S(=O)(=O)N(C[C@H]([C@H](CC2=CC=C(C=C2)O)NC(O[C@H]2CO[C@H]1OCC[C@H]12)=O)O)CC(C)C ((3R,3aS,6aR)-Hexahydrofuro[2,3-b]furan-3-yl (1S,2R)-3-[(1,3-benzodioxol-5-ylsulfonyl)(isobutyl)amino]-2-hydroxy-1-(4-hydroxybenzyl)propylcarbamate), [Si](C)(C)(C(C)(C)C)OCCO (2-{[tert-butyl(dimethyl)silyl]oxy}-1-ethanol), C1(=CC=CC=C1)P(C1=CC=CC=C1)C1=CC=CC=C1.N(=NC(=O)OC(C)C)C(=O)OC(C)C (triphenyl phosphine diisopropyl azodicarboxylate). Product: O1C[C@@H]([C@H]2[C@@H]1OCC2)OC(N[C@H]([C@@H](CN(CC(C)C)S(=O)(=O)C2=CC1=C(OCO1)C=C2)O)CC2=CC=C(C=C2)OCCO[Si](C)(C)C(C)(C)C)=O ((3R,3aS,6aR)-Hexahydrofuro[2,3-b]furan-3-yl-(1S,2R)-3-[(1,3-benzodioxol-5-ylsulfonyl)(isobutyl)amino]-1-[4-(2-{[tert-butyl(dimethyl)silyl]oxy}ethoxy)benzyl]-2-hydroxypropylcarbamate). Reaction SMILES: [O:1]1[C:5]2[CH:6]=[CH:7][C:8]([S:10]([N:13]([CH2:38][CH:39]([CH3:41])[CH3:40])[CH2:14][C@@H:15]([OH:37])[C@@H:16]([NH:25][C:26](=[O:36])[O:27][C@@H:28]3[C@H:35]4[C@H:31]([O:32][CH2:33][CH2:34]4)[O:30][CH2:29]3)[CH2:17][C:18]3[CH:23]=[CH:22][C:21]([OH:24])=[CH:20][CH:19]=3)(=[O:12])=[O:11])=[CH:9][C:4]=2[O:3][CH2:2]1.[Si:42]([O:49][CH2:50][CH2:51]O)([C:45]([CH3:48])([CH3:47])[CH3:46])([CH3:44])[CH3:43].C1(P(C2C=CC=CC=2)C2C=CC=CC=2)C=CC=CC=1.N(C(OC(C)C)=O)=NC(OC(C)C)=O>>[O:30]1[C@H:31]2[O:32][CH2:33][CH2:34][C@H:35]2[C@@H:28]([O:27][C:26](=[O:36])[NH:25][C@@H:16]([CH2:17][C:18]2[CH:23]=[CH:22][C:21]([O:24][CH2:51][CH2:50][O:49][Si:42]([C:45]([CH3:48])([CH3:47])[CH3:46])([CH3:44])[CH3:43])=[CH:20][CH:19]=2)[C@H:15]([OH:37])[CH2:14][N:13]([S:10]([C:8]2[CH:7]=[CH:6][C:5]3[O:1][CH2:2][O:3][C:4]=3[CH:9]=2)(=[O:12])=[O:11])[CH2:38][CH:39]([CH3:41])[CH3:40])[CH2:29]1 |f:2.3|. Procedure details: (3R,3aS,6aR)-Hexahydrofuro[2,3-b]furan-3-yl (1S,2R)-3-[(1,3-benzodioxol-5-ylsulfonyl)(isobutyl)amino]-2-hydroxy-1-(4-hydroxybenzyl)propylcarbamate was treated with 2-{[tert-butyl(dimethyl)silyl]oxy}-1-ethanol (J. Org. Chem. 1986, 51, 3388-3390)/triphenyl phosphine/diisopropyl azodicarboxylate as described above to provide the title compound as solid foam. 1H NMR (DMSO-d6): 0.0 (6H, s), 0.78 (3H, d), 0.82 (3H, d), 0.84 (9H, s), 1.2 (1H, dd), 1.37 (1H, quintuplet), 1.9-2.0 (1H, m), 2.37 (1H, dd), ... Starting materials: CNN, CO, O=c1c(Cl)c(Cl)cnn1-c1cccc(C(F)(F)F)c1, O. Yields the product CN(N)c1cnn(-c2cccc(C(F)(F)F)c2)c(=O)c1Cl. RXN SMILES: [CH3:20][NH:21][NH2:22].[CH3:24][OH:25].[Cl:1][c:2]1[c:3](=[O:19])[n:4](-[c:9]2[cH:10][c:11]([C:15]([F:16])([F:17])[F:18])[cH:12][cH:13][cH:14]2)[n:5][cH:6][c:7]1[Cl:8].[OH2:23]>>[Cl:1][c:2]1[c:3](=[O:19])[n:4](-[c:9]2[cH:10][c:11]([C:15]([F:16])([F:17])[F:18])[cH:12][cH:13][cH:14]2)[n:5][cH:6][c:7]1[N:21]([CH3:20])[NH2:22]. Reactants: CN1CCNCC1, CS(C)=O, Cc1cc(C(=O)NCCN2CCOCC2)[nH]c1C=C1C(=O)Nc2ncnc(Cl)c21. The product is Cc1cc(C(=O)NCCN2CCOCC2)[nH]c1C=C1C(=O)Nc2ncnc(N3CCN(C)CC3)c21. As a reaction SMILES: [CH3:30][N:31]1[CH2:32][CH2:33][NH:34][CH2:35][CH2:36]1.[CH3:37][S:38]([CH3:39])=[O:40].[O:1]1[CH2:2][CH2:3][N:4]([CH2:7][CH2:8][NH:9][C:10](=[O:11])[c:12]2[nH:13][c:14]([CH:18]=[C:19]3[C:20](=[O:29])[NH:21][c:22]4[n:23][cH:24][n:25][c:26]([Cl:28])[c:27]43)[c:15]([CH3:17])[cH:16]2)[CH2:5][CH2:6]1>>[O:1]1[CH2:2][CH2:3][N:4]([CH2:7][CH2:8][NH:9][C:10](=[O:11])[c:12]2[nH:13][c:14]([CH:18]=[C:19]3[C:20](=[O:29])[NH:21][c:22]4[n:23][cH:24][n:25][c:26]([N:34]5[CH2:33][CH2:32][N:31]([CH3:30])[CH2:36][CH2:35]5)[c:27]43)[c:15]([CH3:17])[cH:16]2)[CH2:5][CH2:6]1. Run in C(Cl)Cl (methylene chloride). RXN SMILES: [CH3:1][O:2][C:3]1[C:4]2[CH:14]=[CH:13][CH:12]=[CH:11][C:5]=2[S:6][C:7]=1[C:8](O)=[O:9].S(Cl)([Cl:17])=O>CN(C)C=O.C(Cl)Cl>[CH3:1][O:2][C:3]1[C:4]2[CH:14]=[CH:13][CH:12]=[CH:11][C:5]=2[S:6][C:7]=1[C:8]([Cl:17])=[O:9]. The reagents and catalysts are CN(C=O)C (dimethylformamide). Procedure details: An ice-cooled suspension of 3-methoxybenzo[b]thiophene-2-carboxylic acid (0.62 g, 0.003 m) and dried methylene chloride (25 ml) was treated under nitrogen with thionyl chloride (2.0 ml) and dimethylformamide (1 drop). After stirring overnight two times at ambient temperatures, the volatiles were removed in vacuo, and the solid residue washed twice by addition and removal in vacuo of small portions of benzene. The resultant off-white solid was used without further purification in the next step. The product is COC=1C2=C(SC1C(=O)Cl)C=CC=C2 (3-Methoxybenzo[b]thiophene-2-carbonylchloride). Reaction conditions: time 8 hour. The reactants are ice, COC=1C2=C(SC1C(=O)O)C=CC=C2 (3-methoxybenzo[b]thiophene-2-carboxylic acid), S(=O)(Cl)Cl (thionyl chloride). Reactants: [N+](=O)([O-])C1=NN(N=C1)CC1=CC=C(O1)CO ([5-(4-nitro-[1,2,3]triazol-2-ylmethyl)-furan-2-yl]-methanol), N#N (N2). Reagents/catalysts: O=[Mn]=O (MnO2). Run in C(=O)(C)C#N (AcCN). Conditions: time 8 hour. The product is [N+](=O)([O-])C1=NN(N=C1)CC1=CC=C(O1)C=O (5-(4-Nitro-[1,2,3]triazol-2-ylmethyl)-furan-2-carbaldehyde). As a reaction SMILES: N#N.[N+:3]([C:6]1[CH:10]=[N:9][N:8]([CH2:11][C:12]2[O:16][C:15]([CH2:17][OH:18])=[CH:14][CH:13]=2)[N:7]=1)([O-:5])=[O:4]>C(C#N)(C)=O.O=[Mn]=O>[N+:3]([C:6]1[CH:10]=[N:9][N:8]([CH2:11][C:12]2[O:16][C:15]([CH:17]=[O:18])=[CH:14][CH:13]=2)[N:7]=1)([O-:5])=[O:4]. Reported procedure: In a flame dried round-bottomed flask equipped with a magnetic stir bar and under inert atmosphere (N2), a solution of [5-(4-nitro-[1,2,3]triazol-2-ylmethyl)-furan-2-yl]-methanol (248 mg, 1.11 mmol) in AcCN (11.0 mL) was treated at rt with MnO2 (644 mg, 6.67 mmol). The reaction mixture was stirred at rt overnight before being filtered through Celite and the solvent was removed under reduced pressure. Purification of the residue by FC (40:60 hept-EA) gave the title compound: TLC:rf (40:60 hept-EA... The reactants are COC(=O)C(Cc1ccccc1)n1c(C)ccc1C, CO, [Na+], [OH-], O. Yields the product Cc1ccc(C)n1C(Cc1ccccc1)C(=O)O. RXN SMILES: [CH2:1]([c:2]1[cH:3][cH:4][cH:5][cH:6][cH:7]1)[CH:8]([C:9](=[O:10])[O:11][CH3:12])[n:13]1[c:14]([CH3:19])[cH:15][cH:16][c:17]1[CH3:18].[CH3:22][OH:23].[Na+:21].[OH-:20].[OH2:24]>>[CH2:1]([c:2]1[cH:3][cH:4][cH:5][cH:6][cH:7]1)[CH:8]([C:9](=[O:10])[OH:11])[n:13]1[c:14]([CH3:19])[cH:15][cH:16][c:17]1[CH3:18]. Starting materials: Clc1cccc(-n2nnc(CBr)n2)c1, Cc1ccccc1, c1ccc(P(c2ccccc2)c2ccccc2)cc1. Yields the product Br, Clc1cccc(-n2nnc(C[PH](c3ccccc3)(c3ccccc3)c3ccccc3)n2)c1. As a reaction SMILES: [Br:20][CH2:21][c:22]1[n:23][n:24][n:25](-[c:27]2[cH:28][c:29]([Cl:33])[cH:30][cH:31][cH:32]2)[n:26]1.[CH3:34][c:35]1[cH:36][cH:37][cH:38][cH:39][cH:40]1.[c:1]1([P:7]([c:8]2[cH:9][cH:10][cH:11][cH:12][cH:13]2)[c:14]2[cH:15][cH:16][cH:17][cH:18][cH:19]2)[cH:2][cH:3][cH:4][cH:5][cH:6]1>>[BrH:20].[c:1]1([PH:7]([c:8]2[cH:9][cH:10][cH:11][cH:12][cH:13]2)([c:14]2[cH:15][cH:16][cH:17][cH:18][cH:19]2)[CH2:21][c:22]2[n:23][n:24][n:25](-[c:27]3[cH:28][c:29]([Cl:33])[cH:30][cH:31][cH:32]3)[n:26]2)[cH:2][cH:3][cH:4][cH:5][cH:6]1. Reactants: CCC1(O)CC(=O)OCc2c1cc1n(c2=O)Cc2cc3ccccc3nc2-1, [K+], [OH-]. Yields the product CCC(O)(CC(=O)O)c1cc2n(c(=O)c1CO)Cc1cc3ccccc3nc1-2. RXN SMILES: [CH2:1]([CH3:2])[C:3]1([OH:27])[CH2:4][C:5](=[O:26])[O:6][CH2:7][c:8]2[c:9](=[O:25])[n:10]3[c:22]([cH:23][c:24]21)-[c:13]1[c:12]([cH:21][c:20]2[c:15]([n:14]1)[cH:16][cH:17][cH:18][cH:19]2)[CH2:11]3.[K+:29].[OH-:28]>>[CH2:1]([CH3:2])[C:3]([CH2:4][C:5]([OH:6])=[O:26])([c:24]1[c:8]([CH2:7][OH:28])[c:9](=[O:25])[n:10]2[c:22]([cH:23]1)-[c:13]1[c:12]([cH:21][c:20]3[c:15]([n:14]1)[cH:16][cH:17][cH:18][cH:19]3)[CH2:11]2)[OH:27].